Dataset: the Open Reaction Database (ORD), a public repository of structured organic reaction records. Task: describe an organic reaction: reactants, conditions, products, and yield Starting materials: Fc1ccc(Cn2c(NC3CCN(CCN=C=S)CC3)nc3ccccc32)cc1, C1CCOC1, NCc1cccnc1. Product: Fc1ccc(Cn2c(NC3CCN(CCNC(=S)NCc4cccnc4)CC3)nc3ccccc32)cc1. As a reaction SMILES: [F:9][c:10]1[cH:11][cH:12][c:13]([CH2:16][n:17]2[c:18]([NH:26][CH:27]3[CH2:28][CH2:29][N:30]([CH2:33][CH2:34][N:35]=[C:36]=[S:37])[CH2:31][CH2:32]3)[n:19][c:20]3[c:21]2[cH:22][cH:23][cH:24][cH:25]3)[cH:14][cH:15]1.[O:38]1[CH2:39][CH2:40][CH2:41][CH2:42]1.[n:1]1[cH:2][c:3]([CH2:7][NH2:8])[cH:4][cH:5][cH:6]1>>[n:1]1[cH:2][c:3]([CH2:7][NH:8][C:36]([NH:35][CH2:34][CH2:33][N:30]2[CH2:29][CH2:28][CH:27]([NH:26][c:18]3[n:17]([CH2:16][c:13]4[cH:12][cH:11][c:10]([F:9])[cH:15][cH:14]4)[c:21]4[c:20]([n:19]3)[cH:25][cH:24][cH:23][cH:22]4)[CH2:32][CH2:31]2)=[S:37])[cH:4][cH:5][cH:6]1. The reactants are OC1=CC(=C2C(NS(=O)(=O)C2=C1)=O)C(C)C (6-hydroxy-4-isopropylsaccharin), C(=O)([O-])[O-].[Cs+].[Cs+] (Cs2CO3), ice water, C1(=CC=CC=C1)SCCl (chloromethyl phenyl sulfide). Solvent: CO (methanol). Reaction conditions: time 3.5 hour. Yields the product C(C)(C)C1=C2C(N(S(=O)(=O)C2=CC(=C1)O)CSC1=CC=CC=C1)=O (4-isopropyl-6-hydroxy-2-phenylthiomethylsaccharin). The yield is 69.9%. Reaction SMILES: [OH:1][C:2]1[CH:12]=[C:11]2[C:5]([C:6](=[O:13])[NH:7][S:8]2(=[O:10])=[O:9])=[C:4]([CH:14]([CH3:16])[CH3:15])[CH:3]=1.C([O-])([O-])=O.[Cs+].[Cs+].[C:23]1([S:29][CH2:30]Cl)[CH:28]=[CH:27][CH:26]=[CH:25][CH:24]=1>CO>[CH:14]([C:4]1[CH:3]=[C:2]([OH:1])[CH:12]=[C:11]2[C:5]=1[C:6](=[O:13])[N:7]([CH2:30][S:29][C:23]1[CH:28]=[CH:27][CH:26]=[CH:25][CH:24]=1)[S:8]2(=[O:10])=[O:9])([CH3:16])[CH3:15] |f:1.2.3|. Reported procedure: 6-hydroxy-4-isopropylsaccharin (30.0 g, 0.12 mol) in methanol was treated with Cs2CO3 (20.28 g, 0.062 mol). The mixture was stirred at ambient temperature for 3-4 hours, the excess methanol was removed under reduced pressure and the residue was dried under high vacuum. The residue was dissolved in DMF and chloromethyl phenyl sulfide (21.72 g, 0.14 mol) was added. The mixture was heated at 70°-80° C. for 24 hours, cooled, treated with ice-water and extracted with ethyl acetate/ether. The organic ... Reactants: O=C([O-])[O-], CC(C)(C)OC(=O)CNCCO, O=C(Cl)OCc1ccccc1, [K+], [K+], C1COCCO1, O. The product is CC(C)(C)OC(=O)CN(CCO)C(=O)OCc1ccccc1. RXN SMILES: [C:1](=[O:2])([O-:3])[O-:4].[C:7]([CH3:8])([CH3:9])([CH3:10])[O:11][C:12]([CH2:13][NH:14][CH2:15][CH2:16][OH:17])=[O:18].[Cl:19][C:20](=[O:21])[O:22][CH2:23][c:24]1[cH:25][cH:26][cH:27][cH:28][cH:29]1.[K+:5].[K+:6].[O:30]1[CH2:31][CH2:32][O:33][CH2:34][CH2:35]1.[OH2:36]>>[C:7]([CH3:8])([CH3:9])([CH3:10])[O:11][C:12]([CH2:13][N:14]([CH2:15][CH2:16][OH:17])[C:20](=[O:21])[O:22][CH2:23][c:24]1[cH:25][cH:26][cH:27][cH:28][cH:29]1)=[O:18]. Starting materials: solution, CN(C(CC(C(CC)=O)(C1=CC=CC=C1)C1=CC=C(C=C1)OC)C)C (6-dimethylamino-4-(4-methoxyphenyl)-4-phenyl-heptane-3-one), B(Br)(Br)Br.C(Cl)Cl (boron tribromide methylene chloride), C(Cl)Cl (methylene chloride), solution, product. Solvent: CO (methanol). The product is Br.CN(C(CC(C(CC)=O)(C1=CC=CC=C1)C1=CC=C(C=C1)O)C)C (6-dimethylamino-4-(4-hydroxyphenyl)-4-phenyl heptan-3-one hydrobromide). As a reaction SMILES: [CH3:1][N:2]([CH3:25])[CH:3]([CH3:24])[CH2:4][C:5]([C:16]1[CH:21]=[CH:20][C:19]([O:22]C)=[CH:18][CH:17]=1)([C:10]1[CH:15]=[CH:14][CH:13]=[CH:12][CH:11]=1)[C:6](=[O:9])[CH2:7][CH3:8].C(Cl)Cl.B(Br)(Br)[Br:30].C(Cl)Cl>CO>[BrH:30].[CH3:25][N:2]([CH3:1])[CH:3]([CH3:24])[CH2:4][C:5]([C:16]1[CH:21]=[CH:20][C:19]([OH:22])=[CH:18][CH:17]=1)([C:10]1[CH:15]=[CH:14][CH:13]=[CH:12][CH:11]=1)[C:6](=[O:9])[CH2:7][CH3:8] |f:2.3,5.6|. Procedure: Into a 100 ml flask equipped for stirring, under a nitrogen atmosphere are placed 0.55g of 6-dimethylamino-4-(4-methoxyphenyl)-4-phenyl-heptane-3-one, 40 ml of methylene chloride and 12.1 ml of a solution of boron tribromide/methylene chloride (10% solution obtained commercially). The mixture was allowed to stir at room temperature overnight. Thereafter, 30 ml. of methanol was added with cooling. The residual oil, obtained upon removing the solvent at reduced pressure, was treated with 7 ml of w... Reactants: CC(=O)C1CCC2C3CCC4CC(O)C(Br)CC4(C)C3C(=O)CC12C, CC(=O)OC(C)=O, O, c1ccncc1. Yields the product CC(=O)OC1CC2CCC3C4CCC(C(C)=O)C4(C)CC(=O)C3C2(C)CC1Br. Reaction SMILES: [Br:1][CH:2]1[CH:3]([OH:25])[CH2:4][CH:5]2[CH2:6][CH2:7][CH:8]3[CH:9]4[CH2:10][CH2:11][CH:12]([C:13]([CH3:14])=[O:15])[C:16]4([CH3:24])[CH2:17][C:18](=[O:23])[CH:19]3[C:20]2([CH3:22])[CH2:21]1.[CH3:26][C:27](=[O:28])[O:29][C:30](=[O:31])[CH3:32].[OH2:33].[cH:34]1[cH:35][cH:36][n:37][cH:38][cH:39]1>>[Br:1][CH:2]1[CH:3]([O:25][C:27]([CH3:26])=[O:28])[CH2:4][CH:5]2[CH2:6][CH2:7][CH:8]3[CH:9]4[CH2:10][CH2:11][CH:12]([C:13]([CH3:14])=[O:15])[C:16]4([CH3:24])[CH2:17][C:18](=[O:23])[CH:19]3[C:20]2([CH3:22])[CH2:21]1. The reactants are N1=CC=C(C=C1)C(CC(=O)OCC)=O (ethyl 3-(pyridin-4-yl)-3-oxopropionate), Cl.FC(C1CCN=C(N1)N)(F)F (6-(trifluoromethyl)-1,4,5,6-tetrahydro-2-pyrimidinamine hydrochloride), C([O-])([O-])=O.[K+].[K+] (potassium carbonate). Solvent: C(C)O (ethanol). Yields the product N1=CC=C(C=C1)C=1N=C2N(C(C1)=O)CCC(N2)C(F)(F)F (2-(4-Pyridinyl)-8-(trifluoromethyl)-6,7,8,9-tetrahydro-4H-pyrimido[1,2-a]pyrimidin-4-one). Isolated yield 55.9%. RXN SMILES: [N:1]1[CH:6]=[CH:5][C:4]([C:7](=O)[CH2:8][C:9]([O:11]CC)=O)=[CH:3][CH:2]=1.Cl.[F:16][C:17]([F:26])([F:25])[CH:18]1[NH:23][C:22]([NH2:24])=[N:21][CH2:20][CH2:19]1.C(=O)([O-])[O-].[K+].[K+]>C(O)C>[N:1]1[CH:2]=[CH:3][C:4]([C:7]2[N:24]=[C:22]3[NH:23][CH:18]([C:17]([F:26])([F:16])[F:25])[CH2:19][CH2:20][N:21]3[C:9](=[O:11])[CH:8]=2)=[CH:5][CH:6]=1 |f:1.2,3.4.5|. Reported procedure: A mixture of 5.62 g (29.09 mmol) of ethyl 3-(pyridin-4-yl)-3-oxopropionate, 7 g (29.09 mmol) of 6-(trifluoromethyl)-1,4,5,6-tetrahydro-2-pyrimidinamine hydrochloride (1:2) and 10.05 g (72.72 mmol) of potassium carbonate in 50 ml of ethanol was heated at reflux temperature for 12 h. The cooled solution was evaporated to remove solvent, the residue was treated with water and the precipitate was filtered to give 4.82 g of product as a yellow powder. The reactants are C(C1=CC=CC=C1)N1C2=NC=NC(=C2N=C1C1=CC=CC=C1)O[C@H]1C[C@@H]([C@@H](C1)CO[Si](C)(C)C(C)(C)C)O[Si](C)(C)C(C)(C)C (9-benzyl-6-{[(1R,3S,4S)-3-{[tert-butyl(dimethyl)silyl]oxy}-4-({[tert-butyl(dimethyl)silyl]oxy}methyl)cyclopentyl]oxy}-8-phenyl-9H-purine), C(=O)O (formic acid), CO (methanol), C(=O)O (formic acid), C(=O)O (formic acid). The reagents and catalysts are [Pd] (Pd/C), [Pd] (Pd/C), [Pd] (Pd/C). Run at time 8 hour. The product is [Si](C)(C)(C(C)(C)C)O[C@@H]1[C@@H](C[C@H](C1)OC1=C2N=C(NC2=NC=N1)C1=CC=CC=C1)CO ({(1S,2S,4R)-2-{[tert-butyl(dimethyl)silyl]oxy}-4-[(8-phenyl-9H-purin-6-yl)-oxy]cyclopentyl}methanol). RXN SMILES: C([N:8]1[C:16]([C:17]2[CH:22]=[CH:21][CH:20]=[CH:19][CH:18]=2)=[N:15][C:14]2[C:9]1=[N:10][CH:11]=[N:12][C:13]=2[O:23][C@@H:24]1[CH2:28][C@@H:27]([CH2:29][O:30][Si](C(C)(C)C)(C)C)[C@@H:26]([O:38][Si:39]([C:42]([CH3:45])([CH3:44])[CH3:43])([CH3:41])[CH3:40])[CH2:25]1)C1C=CC=CC=1.C(O)=O.CO>[Pd]>[Si:39]([O:38][C@H:26]1[CH2:25][C@H:24]([O:23][C:13]2[N:12]=[CH:11][N:10]=[C:9]3[C:14]=2[N:15]=[C:16]([C:17]2[CH:18]=[CH:19][CH:20]=[CH:21][CH:22]=2)[NH:8]3)[CH2:28][C@H:27]1[CH2:29][OH:30])([C:42]([CH3:43])([CH3:44])[CH3:45])([CH3:40])[CH3:41]. Reported procedure: A suspension of 9-benzyl-6-{[(1R,3S,4S)-3-{[tert-butyl(dimethyl)silyl]oxy}-4-({[tert-butyl(dimethyl)silyl]oxy}methyl)cyclopentyl]oxy}-8-phenyl-9H-purine (0.161 g, 0.000249 mol), 10% Pd/C (0.04 g, 0.00004 mol) and formic acid (0.1 mL, 0.003 mol) in methanol (11.0 mL, 0.272 mol) was stirred under an atmosphere of nitrogen overnight. Added formic acid (0.2 mL, 0.005 mol) and 10% Pd/C (0.04 g, 0.00004 mol) to the reaction and stirred 24 h. Added 10% Pd/C (0.060 g, 0.000056 mol) and formic acid (0.2 ... The reactants are CC(=O)c1cc2ccccc2cn1, Cn1c(NN)nc2ccccc21, CC(=O)O, CO. Yields the product CC(=NNc1nc2ccccc2n1C)c1cc2ccccc2cn1. Reaction SMILES: [C:1]([CH3:2])(=[O:3])[c:4]1[n:5][cH:6][c:7]2[cH:8][cH:9][cH:10][cH:11][c:12]2[cH:13]1.[CH3:14][n:15]1[c:16]([NH:24][NH2:25])[n:17][c:18]2[c:19]1[cH:20][cH:21][cH:22][cH:23]2.[CH3:26][C:27](=[O:28])[OH:29].[CH3:30][OH:31]>>[C:1]([CH3:2])([c:4]1[n:5][cH:6][c:7]2[cH:8][cH:9][cH:10][cH:11][c:12]2[cH:13]1)=[N:25][NH:24][c:16]1[n:15]([CH3:14])[c:19]2[c:18]([n:17]1)[cH:23][cH:22][cH:21][cH:20]2.